This data is from the Open Reaction Database (ORD), a public repository of structured organic reaction records. The task is: describe an organic reaction: reactants, conditions, products, and yield The reactants are ClC(Cl)Cl, Cl, Cl, O=C(O)C(F)(F)F, C1CCCCCC(N2CCCCCCCCCN2)CCCC1, Nc1c(F)c(F)c(F)c2c1c(=O)c(C(=O)O)cn2C1CC1, Nc1cn(C2CCNC2)nn1, c1ccncc1. The product is Nc1cn(C2CCN(c3c(F)c(N)c4c(=O)c(C(=O)O)cn(C5CC5)c4c3F)C2)nn1. Reaction SMILES: [CH:70]([Cl:71])([Cl:72])[Cl:73].[ClH:22].[ClH:23].[F:57][C:58]([F:59])([F:60])[C:61]([OH:62])=[O:63].[N:35]1([CH:36]2[CH2:37][CH2:38][CH2:39][CH2:40][CH2:41][CH2:42][CH2:43][CH2:44][CH2:45][CH2:46]2)[CH2:47][CH2:48][CH2:49][CH2:50][CH2:51][CH2:52][CH2:53][CH2:54][CH2:55][NH:56]1.[NH2:1][c:2]1[c:3]2[c:4](=[O:21])[c:5]([C:18](=[O:19])[OH:20])[cH:6][n:7]([CH:15]3[CH2:16][CH2:17]3)[c:8]2[c:9]([F:14])[c:10]([F:13])[c:11]1[F:12].[NH2:24][c:25]1[n:26][n:27][n:28]([CH:30]2[CH2:31][NH:32][CH2:33][CH2:34]2)[cH:29]1.[cH:64]1[cH:65][cH:66][n:67][cH:68][cH:69]1>>[NH2:1][c:2]1[c:3]2[c:4](=[O:21])[c:5]([C:18](=[O:19])[OH:20])[cH:6][n:7]([CH:15]3[CH2:16][CH2:17]3)[c:8]2[c:9]([F:14])[c:10]([N:32]2[CH2:31][CH:30]([n:28]3[n:27][n:26][c:25]([NH2:24])[cH:29]3)[CH2:34][CH2:33]2)[c:11]1[F:12]. Reactants: CO (methanol), CSCCCOC=1C=C2C=C(N(C2=CC1)C(=O)OCCC(C)(C)C)C(=O)[O-] (1-(1,1-dimethylethyl)2-ethyl 5-{[3-(methylthio)propyl]oxy}-1H-indole-1,2-dicarboxylate), [Li+].[OH-] (LiOH). The solvent is C1CCOC1 (THF). Reaction conditions: temperature 70 celsius. Product: CSCCCOC=1C=C2C=C(NC2=CC1)C(=O)O (5-{[3-(Methylthio)propyl]oxy}-1H-indole-2-carboxylic acid). Isolated yield 79.9%. Reaction SMILES: CO.[CH3:3][S:4][CH2:5][CH2:6][CH2:7][O:8][C:9]1[CH:10]=[C:11]2[C:15](=[CH:16][CH:17]=1)[N:14](C(OCCC(C)(C)C)=O)[C:13]([C:27]([O-:29])=[O:28])=[CH:12]2.[Li+].[OH-]>C1COCC1>[CH3:3][S:4][CH2:5][CH2:6][CH2:7][O:8][C:9]1[CH:10]=[C:11]2[C:15](=[CH:16][CH:17]=1)[NH:14][C:13]([C:27]([OH:29])=[O:28])=[CH:12]2 |f:2.3|. Procedure: A methanol solution of 1-(1,1-dimethylethyl)2-ethyl 5-{[3-(methylthio)propyl]oxy}-1H-indole-1,2-dicarboxylate (0.488 g, 1.24 mmol) was treated with 1 N LiOH (4 mL). The reaction mixture turned cloudy, THF was added to redissolve the precipitate and the mixture was heated to 70° C. When no starting material remained as evident by TLC the reaction mixture was partitioned between EtOAc and water. The aqueous layer was separated and acidified with conc. HCl. The aqueous layer was extracted with EtOA... The reactants are FC1=C(C=C(C(=O)O)C=C1)[N+](=O)[O-] (4-fluoro-3-nitrobenzoic acid), C(C)N (ethylamine). The product is C(C)NC1=C(C=C(C(=O)O)C=C1)[N+](=O)[O-] (4-ethylamino-3-nitrobenzoic acid). RXN SMILES: F[C:2]1[CH:10]=[CH:9][C:5]([C:6]([OH:8])=[O:7])=[CH:4][C:3]=1[N+:11]([O-:13])=[O:12].[CH2:14]([NH2:16])[CH3:15]>>[CH2:14]([NH:16][C:2]1[CH:10]=[CH:9][C:5]([C:6]([OH:8])=[O:7])=[CH:4][C:3]=1[N+:11]([O-:13])=[O:12])[CH3:15]. Procedure: In a manner similar to Example 31, 4-fluoro-3-nitrobenzoic acid was treated with ethylamine to give 4-ethylamino-3-nitrobenzoic acid, which was then esterified with anhydrous hydrogen chloride in methanol to give the title compound. 1H-NMR (CDCl3): δ 8.89 (1H, d), 8.28 (1H, br s), 8.06 (1H, dd), 6.87 (1H, d), 3.90 (3H, s), 3.42 (2H, m), 1.40 (3H, t).